This data is from the Open Reaction Database (ORD), a public repository of structured organic reaction records. The task is: describe an organic reaction: reactants, conditions, products, and yield Reactants: OC1=C(C=C(C=C1C(C)(C)C)C)N1N=C2C(=N1)C=CC(=C2)S(=O)(=O)O (2-(2-hydroxy-3-tert-butyl-5-methylphenyl)-2H-benzotriazole-5-sulfonic acid), [Na] (sodium). Yields the product OC1=C(C=C(C=C1)C)N1N=C2C(=N1)C=CC=C2 (2-(2-hydroxy-5-methylphenyl)-2H-benzotriazole). RXN SMILES: [OH:1][C:2]1[C:7](C(C)(C)C)=[CH:6][C:5]([CH3:12])=[CH:4][C:3]=1[N:13]1[N:17]=[C:16]2[CH:18]=[CH:19][C:20](S(O)(=O)=O)=[CH:21][C:15]2=[N:14]1.[Na]>>[OH:1][C:2]1[CH:7]=[CH:6][C:5]([CH3:12])=[CH:4][C:3]=1[N:13]1[N:17]=[C:16]2[CH:18]=[CH:19][CH:20]=[CH:21][C:15]2=[N:14]1 |^1:25|. Procedure: 2-(2-hydroxy-3-tert-butyl-5-methylphenyl)-2H-benzotriazole-5-sulfonic acid, sodium salt; Starting materials: O (water), 3,4,5,6-Tetrahydro-4H-pyran-4-one, C1NCCC2=CC=CC=C12 (1,2,3,4-tetrahydroisoquinoline), [C-]#N.[K+] (KCN), O (water). Solvent: ice water, Cl (HCl). Conditions: time 2 hour. The product is C1N(CCC2=CC=CC=C12)C1(CCOCC1)C#N (4-(3,4-dihydroisoquinolin-2(1H)-yl)tetrahydro-2H-pyran-4-carbonitrile). The yield is 33.0%. As a reaction SMILES: [CH2:1]1[C:10]2[C:5](=[CH:6][CH:7]=[CH:8][CH:9]=2)[CH2:4][CH2:3][NH:2]1.[C-:11]#[N:12].[K+].[OH2:14]>Cl>[CH2:1]1[C:10]2[C:5](=[CH:6][CH:7]=[CH:8][CH:9]=2)[CH2:4][CH2:3][N:2]1[C:5]1([C:11]#[N:12])[CH2:6][CH2:7][O:14][CH2:3][CH2:4]1 |f:1.2|. Procedure: 3,4,5,6-Tetrahydro-4H-pyran-4-one (0.37 g, 3.75 mmol) was added to a solution of 1,2,3,4-tetrahydroisoquinoline (0.47 mL, 3.75 mmol) in conc. HCl (0.4 mL) diluted with ice water (1.5 mL), followed by a solution of KCN (0.24 g, 3.75 mmol) dissolved in water (2 mL), and the reaction mixture was stirred at room temperature for 2 h. The reaction mixture was then diluted with water and the organic product was extracted with EtOAc. The organic layer was washed with H2O and brine, dried over anhydrous ... Starting materials: COC([C@@H](NC(C1=C(C=C(C=C1)I)C1=C(C=CC=C1)C)=O)CCSC)=O (N-[4-iodo-2-(2-methylphenyl)benzoyl]methionine methyl ester), TEA, ClC1=C(C=NC=C1)C=C (4-chloro-3-vinylpyridine), 1,1′-[bis(diphenylphosphino)ferrocene]dichloropalladium(II). Solvent: CN1CCCC1=O (NMP). The product is COC([C@@H](NC(C1=C(C=C(C=C1)C=CC=1C=NC=CC1Cl)C1=C(C=CC=C1)C)=O)CCSC)=O (N-[4-(2-(4-Chloropyridin-3-yl)ethenyl)-2-(2-methylphenyl)benzoyl]methionine Methyl Ester). The yield is 46.5%. RXN SMILES: [CH3:1][O:2][C:3](=[O:26])[C@H:4]([CH2:22][CH2:23][S:24][CH3:25])[NH:5][C:6](=[O:21])[C:7]1[CH:12]=[CH:11][C:10](I)=[CH:9][C:8]=1[C:14]1[CH:19]=[CH:18][CH:17]=[CH:16][C:15]=1[CH3:20].[Cl:27][C:28]1[CH:33]=[CH:32][N:31]=[CH:30][C:29]=1[CH:34]=[CH2:35]>CN1C(=O)CCC1>[CH3:1][O:2][C:3](=[O:26])[C@H:4]([CH2:22][CH2:23][S:24][CH3:25])[NH:5][C:6](=[O:21])[C:7]1[CH:12]=[CH:11][C:10]([CH:35]=[CH:34][C:29]2[CH:30]=[N:31][CH:32]=[CH:33][C:28]=2[Cl:27])=[CH:9][C:8]=1[C:14]1[CH:19]=[CH:18][CH:17]=[CH:16][C:15]=1[CH3:20]. Procedure: N-[4-iodo-2-(2-methylphenyl)benzoyl]methionine methyl ester (2.1 g, 4.34 mmol), 4-chloro-3-vinylpyridine (1.4 g, 10 mmol), and 1,1′-[bis(diphenylphosphino)ferrocene]dichloropalladium(II) (complex with methylene chloride 1:1, 177 mg, 0.22 mmol) were combined in NMP (9 mL) and TEA (3 mL) and heated at 100° C. for 5 hours. The mixture was concentrated and purified by flash chromatography (50% EtOAc in hexanes) to give 1.0 g of the title compound. MS m/e 495 (M+H)+. 1H NMR (CDCl3, 300 MHz) δ 1.61 (m... Reactants: C(C)(C)(C)OC(=O)N1CCN(CC1)C1=NC2=CC=CC=C2N=C1 (4-quinoxalin-2-yl-piperazine-1-carboxylic acid tert.-butyl ester), Cl (hydrochloric acid). Run in O1CCOCC1 (dioxane). The product is Cl.N1(CCNCC1)C1=NC2=CC=CC=C2N=C1 (2-Piperazin-1-yl-quinoxaline Hydrochloride). Reaction SMILES: C(OC([N:8]1[CH2:13][CH2:12][N:11]([C:14]2[CH:23]=[N:22][C:21]3[C:16](=[CH:17][CH:18]=[CH:19][CH:20]=3)[N:15]=2)[CH2:10][CH2:9]1)=O)(C)(C)C.[ClH:24]>O1CCOCC1>[ClH:24].[N:11]1([C:14]2[CH:23]=[N:22][C:21]3[C:16](=[CH:17][CH:18]=[CH:19][CH:20]=3)[N:15]=2)[CH2:10][CH2:9][NH:8][CH2:13][CH2:12]1 |f:3.4|. Procedure details: Prepared in analogy to example 1.6(d) from 4-quinoxalin-2-yl-piperazine-1-carboxylic acid tert.-butyl ester and dioxane saturated with gaseous hydrochloric acid. The reactants are FC1=CC=C(C(=O)C2=CC(=CC=C2)C#CC(C)(C)O)C=C1 (4-fluoro-3′-(3-hydroxy-3-methyl-1-butynyl)benzophenone), [OH-].[Na+] (NaOH). The solvent is C1(=CC=CC=C1)C (toluene), C1(=CC=CC=C1)C (Toluene). Run at temperature 120 celsius. The product is C(#C)C=1C=C(C(=O)C2=CC=C(C=C2)F)C=CC1 (3-ethynyl-4′-fluorobenzophenone). The yield is 57.2%. As a reaction SMILES: [F:1][C:2]1[CH:21]=[CH:20][C:5]([C:6]([C:8]2[CH:13]=[CH:12][CH:11]=[C:10]([C:14]#[C:15]C(O)(C)C)[CH:9]=2)=[O:7])=[CH:4][CH:3]=1.[OH-].[Na+]>C1(C)C=CC=CC=1>[C:14]([C:10]1[CH:9]=[C:8]([CH:13]=[CH:12][CH:11]=1)[C:6]([C:5]1[CH:20]=[CH:21][C:2]([F:1])=[CH:3][CH:4]=1)=[O:7])#[CH:15] |f:1.2|. Reported procedure: In a 100 ml two-necked flask having a reflux condenser were charged 1.11 g (3.9 mmol) of 4-fluoro-3′-(3-hydroxy-3-methyl-1-butynyl)benzophenone and 165 mg (4.1 mmol) of NaOH (Kishida Chemical Co., Ltd.; 0.7 mm particles, 98%) and air in the flask was replaced by Ar gas. 20 ml of toluene was added to the mixture and the mixture was heated at 120° C. under reflux for 0.5 hour. Toluene was added to the reaction mixture and the mixture was washed with a saturated aqueous ammonium chloride solution a... Reactants: [Cl-].[Na+] (Sodium chloride), C(#N)C=1C=C(OC2=C(CC(C(=O)OCC)C(=O)OCC)C=CC(=C2)C(F)(F)F)C=CC1 (Diethyl [2-(3-cyanophenoxy)-4-(trifluoromethyl)benzyl]malonate). Run in CS(=O)C (DMSO), O (water). Reaction conditions: temperature 120 celsius. The product is C(#N)C=1C=C(OC2=C(C=CC(=C2)C(F)(F)F)CCC(=O)O)C=CC1 (3-[2-(3-Cyanophenoxy)-4-(trifluoromethyl)phenyl]propanoic acid). RXN SMILES: [Cl-].[Na+].[C:3]([C:5]1[CH:6]=[C:7]([CH:31]=[CH:32][CH:33]=1)[O:8][C:9]1[CH:26]=[C:25]([C:27]([F:30])([F:29])[F:28])[CH:24]=[CH:23][C:10]=1[CH2:11][CH:12](C(OCC)=O)[C:13]([O:15]CC)=[O:14])#[N:4]>CS(C)=O.O>[C:3]([C:5]1[CH:6]=[C:7]([CH:31]=[CH:32][CH:33]=1)[O:8][C:9]1[CH:26]=[C:25]([C:27]([F:29])([F:30])[F:28])[CH:24]=[CH:23][C:10]=1[CH2:11][CH2:12][C:13]([OH:15])=[O:14])#[N:4] |f:0.1|. Procedure details: Sodium chloride (0.1 g) was added to a solution of the product from step (iv) (0.6 g) in DMSO (5 ml) and water (1 ml) then heated at 120° C. for 12 hours. The mixture was cooled and partitioned between 2M sodium hydroxide and diethylether. The aqueous layer was acidified with 2M hydrochloric acid, extracted with ethyl acetate and the organic layer dried and evaporated under reduced pressure. The residue was purified by reverse phase HPLC. Yield 0.108 g. Starting materials: CN(C)C=O, CCOC(=O)c1cc(C)n[nH]1, Cl, O=S(=O)(OCC(F)(F)F)C(F)(F)F, [H-], [Na+]. Product: CCOC(=O)c1cc(C)nn1CC(F)(F)F. As a reaction SMILES: [CH3:28][N:29]([CH3:30])[CH:31]=[O:32].[CH3:3][c:4]1[n:5][nH:6][c:7]([C:9](=[O:10])[O:11][CH2:12][CH3:13])[cH:8]1.[ClH:27].[F:14][C:15]([F:16])([F:17])[S:18]([O:19][CH2:20][C:21]([F:22])([F:23])[F:24])(=[O:25])=[O:26].[H-:1].[Na+:2]>>[CH3:3][c:4]1[n:5][n:6]([CH2:20][C:21]([F:22])([F:23])[F:24])[c:7]([C:9](=[O:10])[O:11][CH2:12][CH3:13])[cH:8]1.